This data is from the Open Reaction Database (ORD), a public repository of structured organic reaction records. The task is: describe an organic reaction: reactants, conditions, products, and yield Starting materials: O (water), C([O-])([O-])=O.[K+].[K+] (potassium carbonate), ClC1=CC=C(C=C1)O (4-chlorophenol), FC1=C(C=C(N)C=C1)[N+](=O)[O-] (4-fluoro-3-nitroaniline). The solvent is CN(C)C=O (DMF). Reaction conditions: time 30 minute. The product is ClC1=CC=C(OC2=C(C=C(N)C=C2)[N+](=O)[O-])C=C1 (4-(4-Chlorophenoxy)-3-nitroaniline). As a reaction SMILES: C(=O)([O-])[O-].[K+].[K+].[Cl:7][C:8]1[CH:13]=[CH:12][C:11]([OH:14])=[CH:10][CH:9]=1.F[C:16]1[CH:22]=[CH:21][C:19]([NH2:20])=[CH:18][C:17]=1[N+:23]([O-:25])=[O:24].O>CN(C=O)C>[Cl:7][C:8]1[CH:13]=[CH:12][C:11]([O:14][C:16]2[CH:22]=[CH:21][C:19]([NH2:20])=[CH:18][C:17]=2[N+:23]([O-:25])=[O:24])=[CH:10][CH:9]=1 |f:0.1.2|. Procedure: 1.4 g of potassium carbonate were added to a solution of 1.29 g of 4-chlorophenol in 8 ml of DMF and, after stirring for 30 minutes, 1.6 g of 4-fluoro-3-nitroaniline were added, and the mixture was stirred at 100° C. for 3 hours. After cooling, 80 ml of water were added and, after brief stirring, the precipitate was filtered off with suction and dried in vacuo at 40° C. Reported procedure: 600 mg (2.25 mmol) of the compound from Example 91A and 0.21 ml (2.70 mmol) of trifluoroacetic acid were added to 399 mg (2.25 mmol) of the compound from Example 8A in 4 ml of dichloromethane. The reaction mixture was stirred at RT for 30 min. Purification of the crude product by preparative HPLC (mobile phase: acetonitrile/water gradient) resulted in 576 mg (60% of theory) of the title compound. The solvent is ClCCl (dichloromethane). RXN SMILES: [O:1]1[C:6]2[CH:7]=[CH:8][C:9]([C:11](O)([CH3:18])[CH2:12][C:13]([O:15][CH2:16][CH3:17])=[O:14])=[CH:10][C:5]=2[O:4][CH2:3][CH2:2]1.FC(F)(F)C(O)=O.[CH3:27][S:28][CH2:29][C:30]1[CH:31]=[CH:32][CH:33]=[C:34]2[C:38]=1[NH:37][CH:36]=[CH:35]2>ClCCl>[O:1]1[C:6]2[CH:7]=[CH:8][C:9]([C:11]([C:35]3[C:34]4[C:38](=[C:30]([CH2:29][S:28][CH3:27])[CH:31]=[CH:32][CH:33]=4)[NH:37][CH:36]=3)([CH3:18])[CH2:12][C:13]([O:15][CH2:16][CH3:17])=[O:14])=[CH:10][C:5]=2[O:4][CH2:3][CH2:2]1. Reactants: O1CCOC2=C1C=CC(=C2)C(CC(=O)OCC)(C)O (Ethyl 3-(2,3-dihydro-1,4-benzodioxin-6-yl)-3-hydroxybutanoate), FC(C(=O)O)(F)F (trifluoroacetic acid), CSCC=1C=CC=C2C=CNC12 (7-[(Methylsulfanyl)methyl]-1H-indole). Product: O1CCOC2=C1C=CC(=C2)C(CC(=O)OCC)(C)C2=CNC1=C(C=CC=C21)CSC (Ethyl 3-(2,3-dihydro-1,4-benzodioxin-6-yl)-3-{7-[(methylsulfanyl)methyl]-1H-indol-3-yl}butanoate). Run at time 30 minute. The reactants are O=C([O-])[O-], COC(=O)c1cc(COc2ccc(B3OC(C)(C)C(C)(C)O3)cc2)c(C)o1, ClCCl, [Cs+], [Cs+], FC(F)Oc1ccc(I)cc1, C1COCCO1. Product: COC(=O)c1cc(COc2ccc(-c3ccc(OC(F)F)cc3)cc2)c(C)o1. Reaction SMILES: [C:39](=[O:40])([O-:41])[O-:42].[CH3:1][O:2][C:3](=[O:4])[c:5]1[o:6][c:7]([CH3:27])[c:8]([CH2:10][O:11][c:12]2[cH:13][cH:14][c:15]([B:18]3[O:19][C:20]([CH3:21])([CH3:22])[C:23]([CH3:24])([CH3:25])[O:26]3)[cH:16][cH:17]2)[cH:9]1.[Cl:45][CH2:46][Cl:47].[Cs+:43].[Cs+:44].[F:28][CH:29]([O:30][c:31]1[cH:32][cH:33][c:34]([I:37])[cH:35][cH:36]1)[F:38].[O:48]1[CH2:49][CH2:50][O:51][CH2:52][CH2:53]1>>[CH3:1][O:2][C:3](=[O:4])[c:5]1[o:6][c:7]([CH3:27])[c:8]([CH2:10][O:11][c:12]2[cH:13][cH:14][c:15](-[c:34]3[cH:33][cH:32][c:31]([O:30][CH:29]([F:28])[F:38])[cH:36][cH:35]3)[cH:16][cH:17]2)[cH:9]1. Starting materials: C1(=CC=CC=C1)N1N=NN=C1S (1-phenyl-5-mercapto-1H-tetrazole), C1(=CC=C(C=C1)S(=O)(=O)OCC1(OC1)C)C ((2-methyl-2-oxiranylmethyl) toluene-4-sulfonate), C([O-])([O-])=O.[K+].[K+] (potassium carbonate), [I-].[Na+] (sodium iodide). Solvent: CN(C)C=O (DMF), O (water). Reaction conditions: temperature 60 celsius, time 6 hour. Yields the product CC1(OC1)CSC1=NN=NN1C1=CC=CC=C1 (5-(2-methyl-2-oxiranylmethylsulfanyl)-1-phenyl-1H-tetrazole). Yield: 39.0%. Reaction SMILES: [C:1]1([N:7]2[C:11]([SH:12])=[N:10][N:9]=[N:8]2)[CH:6]=[CH:5][CH:4]=[CH:3][CH:2]=1.C1(C)C=CC(S(O[CH2:23][C:24]2([CH3:27])[CH2:26][O:25]2)(=O)=O)=CC=1.C(=O)([O-])[O-].[K+].[K+].[I-].[Na+]>CN(C=O)C.O>[CH3:23][C:24]1([CH2:27][S:12][C:11]2[N:7]([C:1]3[CH:2]=[CH:3][CH:4]=[CH:5][CH:6]=3)[N:8]=[N:9][N:10]=2)[CH2:26][O:25]1 |f:2.3.4,5.6|. Procedure: A mixture of 1-phenyl-5-mercapto-1H-tetrazole (3.5 g, 19.64 mmol), (2-methyl-2-oxiranylmethyl) toluene-4-sulfonate (5 g, 20.64 mmol), potassium carbonate (3 g, 21.71 mmol), and sodium iodide (4.5 g, 30.02 mmol) in DMF (30 ml) was stirred at 60° C. for 6 hours. The reaction mixture was was poured into water, and extracted with ethyl acetate twice. The extracts were combined, washed with 5% sodium hydroxide aqueous solution and then with water three times, and dried over sodium sulfate. After filt... Reactants: C1(CC1)C1=NOC(=N1)N (3-cyclopropyl-[1,2,4]oxadiazol-5-ylamine), C1=CC=CC=2OC3=CC=CC=C3C(C12)C(=O)Cl (9H-xanthene-carboxylic acid chloride). The product is C1(CC1)C1=NOC(=N1)NC(=O)C1C2=CC=CC=C2OC=2C=CC=CC12 (9H-Xanthene-9-carboxylic acid (3-cyclopropyl-[1,2,4]oxadiazol-5-yl)-amide). As a reaction SMILES: [CH:1]1([C:4]2[N:8]=[C:7]([NH2:9])[O:6][N:5]=2)[CH2:3][CH2:2]1.[CH:10]1[C:23]2[CH:22]([C:24](Cl)=[O:25])[C:21]3[C:16](=[CH:17][CH:18]=[CH:19][CH:20]=3)[O:15][C:14]=2[CH:13]=[CH:12][CH:11]=1>>[CH:1]1([C:4]2[N:8]=[C:7]([NH:9][C:24]([CH:22]3[C:23]4[CH:10]=[CH:11][CH:12]=[CH:13][C:14]=4[O:15][C:16]4[C:21]3=[CH:20][CH:19]=[CH:18][CH:17]=4)=[O:25])[O:6][N:5]=2)[CH2:3][CH2:2]1. Procedure: The title compound, white solid, m.p. 275° C. and MS: m/e=333 (M+) was prepared in accordance with the general method of example 44a from 3-cyclopropyl-[1,2,4]oxadiazol-5-ylamine and 9H-xanthene-carboxylic acid chloride. Reactants: CCO, CC(C)(C)OC(=O)N1CCc2ccc(Oc3ccc([N+](=O)[O-])cc3F)cc2CC1. Product: CC(C)(C)OC(=O)N1CCc2ccc(Oc3ccc(N)cc3F)cc2CC1. Reaction SMILES: [CH3:30][CH2:31][OH:32].[F:1][c:2]1[c:3]([O:11][c:12]2[cH:13][c:14]3[c:15]([cH:28][cH:29]2)[CH2:16][CH2:17][N:18]([C:21](=[O:22])[O:23][C:24]([CH3:25])([CH3:26])[CH3:27])[CH2:19][CH2:20]3)[cH:4][cH:5][c:6]([N+:8]([O-:9])=[O:10])[cH:7]1>>[F:1][c:2]1[c:3]([O:11][c:12]2[cH:13][c:14]3[c:15]([cH:28][cH:29]2)[CH2:16][CH2:17][N:18]([C:21](=[O:22])[O:23][C:24]([CH3:25])([CH3:26])[CH3:27])[CH2:19][CH2:20]3)[cH:4][cH:5][c:6]([NH2:8])[cH:7]1. The reactants are Brc1ccc2c(c1)c1cc(Br)ccc1n2CC1CO1, CO, Sc1ccccc1. Yields the product OC(CSc1ccccc1)Cn1c2ccc(Br)cc2c2cc(Br)ccc21. Reaction SMILES: [Br:8][c:9]1[cH:10][cH:11][c:12]2[n:13]([CH2:23][CH:24]3[O:25][CH2:26]3)[c:14]3[cH:15][cH:16][c:17]([Br:22])[cH:18][c:19]3[c:20]2[cH:21]1.[CH3:27][OH:28].[SH:1][c:2]1[cH:3][cH:4][cH:5][cH:6][cH:7]1>>[S:1]([c:2]1[cH:3][cH:4][cH:5][cH:6][cH:7]1)[CH2:26][CH:24]([CH2:23][n:13]1[c:12]2[cH:11][cH:10][c:9]([Br:8])[cH:21][c:20]2[c:19]2[c:14]1[cH:15][cH:16][c:17]([Br:22])[cH:18]2)[OH:25]. Reactants: BrBr (bromine), C1(=CC=CC=C1)CC1=C(C2=CC=CC=C2C=C1)O (2-(phenylmethyl)-1-naphthol), O (water). Run in C(C)(=O)O (acetic acid), C(C)(=O)O (acetic acid). Run at time 5 minute. The product is BrC1=CC(=C(C2=CC=CC=C12)O)CC1=CC=CC=C1 (4-Bromo-2-(phenylmethyl)-1-naphthol). Isolated yield 89.8%. RXN SMILES: [C:1]1([CH2:7][C:8]2[CH:17]=[CH:16][C:15]3[C:10](=[CH:11][CH:12]=[CH:13][CH:14]=3)[C:9]=2[OH:18])[CH:6]=[CH:5][CH:4]=[CH:3][CH:2]=1.[Br:19]Br.O>C(O)(=O)C>[Br:19][C:16]1[C:15]2[C:10](=[CH:11][CH:12]=[CH:13][CH:14]=2)[C:9]([OH:18])=[C:8]([CH2:7][C:1]2[CH:2]=[CH:3][CH:4]=[CH:5][CH:6]=2)[CH:17]=1. Procedure: A solution of 2-(phenylmethyl)-1-naphthol (1.00 g, 4.3 mmole) in acetic acid (20 mL) was stirred at room temperature. A solution of bromine (0.7 g, 4.3 mmole) in acetic acid (6 mL) was added dropwise over 10 minutes. The mixture was stirred for another 5 minutes, then poured into water. The resulting solid was collected by filtration and recrystallized (cyclohexane) to provide the title compound (1.21 g, 88%) as off-white needles, mp 123°-125°. Starting materials: BrC1=C(C(=O)O)C=CC(=C1)C(=O)O (2-bromoterephthalic acid), N1CCCC1 (pyrrolidine), CN1CCOCC1 (N-methylmorpholine), N,N′-carbonyldiimidazole. Run in CN(C=O)C (N,N-dimethylformamide). The product is BrC=1C=C(C(=O)O)C=CC1C(=O)N1CCCC1 (3-bromo-4-(pyrrolidin-1-ylcarbonyl)benzoic acid). Reaction SMILES: [Br:1][C:2]1[CH:10]=[C:9]([C:11]([OH:13])=[O:12])[CH:8]=[CH:7][C:3]=1[C:4]([OH:6])=O.[NH:14]1[CH2:18][CH2:17][CH2:16][CH2:15]1.CN1CCOCC1>CN(C)C=O>[Br:1][C:2]1[CH:10]=[C:9]([CH:8]=[CH:7][C:3]=1[C:4]([N:14]1[CH2:18][CH2:17][CH2:16][CH2:15]1)=[O:6])[C:11]([OH:13])=[O:12]. Procedure: 100 g (0.388 mol) of 2-bromoterephthalic acid is dissolved in 700 mL of N,N-dimethylformamide and slowly combined with 69.2 g (0.427 mol) of N,N′-carbonyldiimidazole with stirring. After total dissolution, the mixture is stirred for 15 minutes at ambient temperature and then 48.5 mL (0.582 mol) of pyrrolidine and 93.9 mL (0.854 mol) of N-methylmorpholine are slowly added dropwise one after the other. The mixture is stirred for 2.5 days at ambient temperature and then concentrated in vacuo. The r... Reported procedure: Ethyl (2S,3S)-2,3-dihydroxy-3-[(S)-3-methyl-1-(3-methylbutylcarbamoyl)butylcarbamoyl]propionate (305 mg) obtained in Example 2 was dissolved in carbon tetrachloride (6 ml). Thionyl chloride (69 μl) was added to the resultant solution at room temperature, and the solution was heated under reflux for 40 minutes. The reaction solution was condensed under reduced pressure to obtain a crude product. This crude product was purified by silica gel column chromatography (a developing solvent; hexane:ethy... Reactants: S(=O)(Cl)Cl (Thionyl chloride), resultant solution, O[C@H](C(=O)OCC)[C@@H](C(N[C@@H](CC(C)C)C(NCCC(C)C)=O)=O)O (Ethyl (2S,3S)-2,3-dihydroxy-3-[(S)-3-methyl-1-(3-methylbutylcarbamoyl)butylcarbamoyl]propionate). The product is CC(C[C@@H](C(NCCC(C)C)=O)NC(=O)[C@@H]1[C@H](OS(O1)=O)C(=O)OCC)C (Ethyl (4S,5S)-5-[(S)-3-methyl-1-(3-methylbutylcarbamoyl)butylcarbamoyl]-1,3,2-dioxathiolane-4-carboxylate-2-oxide). As a reaction SMILES: [OH:1][C@@H:2]([C@H:8]([OH:25])[C:9](=[O:24])[NH:10][C@H:11]([C:16](=[O:23])[NH:17][CH2:18][CH2:19][CH:20]([CH3:22])[CH3:21])[CH2:12][CH:13]([CH3:15])[CH3:14])[C:3]([O:5][CH2:6][CH3:7])=[O:4].[S:26](Cl)(Cl)=[O:27]>C(Cl)(Cl)(Cl)Cl>[CH3:14][CH:13]([CH3:15])[CH2:12][C@H:11]([NH:10][C:9]([C@H:8]1[O:25][S:26](=[O:27])[O:1][C@@H:2]1[C:3]([O:5][CH2:6][CH3:7])=[O:4])=[O:24])[C:16](=[O:23])[NH:17][CH2:18][CH2:19][CH:20]([CH3:22])[CH3:21]. Solvent: C(Cl)(Cl)(Cl)Cl (carbon tetrachloride).